describe an organic reaction: reactants, conditions, products, and yield From a dataset of the Open Reaction Database (ORD), a public repository of structured organic reaction records. Starting materials: CC(C)CC(O)CCN(C)Cc1ccccc1, CCCCP(CCCC)CCCC, Cc1ccccc1, ClCCl, O=C(N=NC(=O)N1CCCCC1)N1CCCCC1, Oc1cccc2sccc12. Product: CC(C)CC(CCN(C)Cc1ccccc1)Oc1cccc2sccc12. As a reaction SMILES: [CH2:19]([c:20]1[cH:21][cH:22][cH:23][cH:24][cH:25]1)[N:26]([CH2:27][CH2:28][CH:29]([CH2:30][CH:31]([CH3:32])[CH3:33])[OH:34])[CH3:35].[CH2:46]([P:47]([CH2:48][CH2:49][CH2:50][CH3:51])[CH2:52][CH2:53][CH2:54][CH3:55])[CH2:56][CH2:57][CH3:58].[CH3:62][c:63]1[cH:64][cH:65][cH:66][cH:67][cH:68]1.[Cl:59][CH2:60][Cl:61].[N:1]([C:2]([N:3]1[CH2:4][CH2:5][CH2:6][CH2:7][CH2:8]1)=[O:9])=[N:10][C:11]([N:12]1[CH2:13][CH2:14][CH2:15][CH2:16][CH2:17]1)=[O:18].[OH:36][c:37]1[cH:38][cH:39][cH:40][c:41]2[c:42]1[cH:43][cH:44][s:45]2>>[CH2:19]([c:20]1[cH:21][cH:22][cH:23][cH:24][cH:25]1)[N:26]([CH2:27][CH2:28][CH:29]([CH2:30][CH:31]([CH3:32])[CH3:33])[O:34][c:37]1[cH:38][cH:39][cH:40][c:41]2[c:42]1[cH:43][cH:44][s:45]2)[CH3:35]. Reactants: IC=1C=C(C=CC1)N1C(NCC1=O)=O (3-(3-iodophenyl)imidazolidine-2,4-dione), [H-].[Na+] (sodium hydride), BrCC(=O)N (2-bromoacetamide), Cl (HCl). The solvent is CN(C)C=O (DMF). Yields the product IC=1C=C(C=CC1)N1C(N(CC1=O)CC(=O)N)=O (2-[3-(3-Iodophenyl)-2,4-dioxoimidazolidin-1-yl]acetamide). The yield is 53.7%. Reaction SMILES: [I:1][C:2]1[CH:3]=[C:4]([N:8]2[C:12](=[O:13])[CH2:11][NH:10][C:9]2=[O:14])[CH:5]=[CH:6][CH:7]=1.[H-].[Na+].Br[CH2:18][C:19]([NH2:21])=[O:20].Cl>CN(C=O)C>[I:1][C:2]1[CH:3]=[C:4]([N:8]2[C:12](=[O:13])[CH2:11][N:10]([CH2:18][C:19]([NH2:21])=[O:20])[C:9]2=[O:14])[CH:5]=[CH:6][CH:7]=1 |f:1.2|. Procedure: A solution of 3-(3-iodophenyl)imidazolidine-2,4-dione (1 g) in DMF (20 ml) was treated with sodium hydride (60% oil dispersion, 158 mg) and 2-bromoacetamide (1.36 g) at 20° C. After 2 h the reaction mixture was treated with aqueous 2M HCl, extracted with EtOAc and dried (MgSO4). The solvent was removed under reduced pressure and the residue was purified by chromatography on Biotage (40 g) eluting with EtOAc to give the title compound (638 mg). LCMS RT=2.32 min. Reactants: CO, CCOC(=O)Cn1ncc2c(-c3ccco3)nc(N)nc21, [Na+], [OH-]. Yields the product Nc1nc(-c2ccco2)c2cnn(CC(=O)O)c2n1. Reaction SMILES: [CH3:24][OH:25].[NH2:1][c:2]1[n:3][c:4](-[c:17]2[o:18][cH:19][cH:20][cH:21]2)[c:5]2[c:6]([n:7]1)[n:8]([CH2:11][C:12](=[O:13])[O:14][CH2:15][CH3:16])[n:9][cH:10]2.[Na+:23].[OH-:22]>>[NH2:1][c:2]1[n:3][c:4](-[c:17]2[o:18][cH:19][cH:20][cH:21]2)[c:5]2[c:6]([n:7]1)[n:8]([CH2:11][C:12](=[O:13])[OH:14])[n:9][cH:10]2. Starting materials: C(#N)C1=C(C=C(C=C1)S(=O)(=O)Cl)OCC (4-cyano-3-ethoxy-benzenesulfonyl chloride), C(#N)C1=C(C=C(C=C1)S(=O)(=O)Cl)OCC (4-cyano-3-ethoxy-benzenesulfonyl chloride), BrCCCC (1-bromobutane). Yields the product C(CCC)OC=1C=C(C=CC1C#N)S(=O)(=O)Cl (3-Butoxy-4-cyano-benzenesulfonyl chloride). As a reaction SMILES: [C:1]([C:3]1[CH:8]=[CH:7][C:6]([S:9]([Cl:12])(=[O:11])=[O:10])=[CH:5][C:4]=1[O:13][CH2:14][CH3:15])#[N:2].Br[CH2:17][CH2:18]CC>>[CH2:14]([O:13][C:4]1[CH:5]=[C:6]([S:9]([Cl:12])(=[O:11])=[O:10])[CH:7]=[CH:8][C:3]=1[C:1]#[N:2])[CH2:15][CH2:17][CH3:18]. Reported procedure: The titled compound was prepared analogously to 4-cyano-3-ethoxy-benzenesulfonyl chloride (Intermediate 127c) by replacing bromoethane with 1-bromobutane.